Dataset: the Open Reaction Database (ORD), a public repository of structured organic reaction records. Task: describe an organic reaction: reactants, conditions, products, and yield Starting materials: O=CCCCC(=O)OC (methyl 5-oxopentanoate), C(=O)(OCC)C=P(C1=CC=CC=C1)(C1=CC=CC=C1)C1=CC=CC=C1 ((carboethoxymethylene) triphenylphosphorane). Run in C1(=CC=CC=C1)C (toluene). Product: C(\C=C\CCCC(=O)OC)(=O)OC (Dimethyl (2E)-hept-2-enedioate). The yield is 48.0%. RXN SMILES: O=[CH:2][CH2:3][CH2:4][CH2:5][C:6]([O:8][CH3:9])=[O:7].[C:10]([CH:15]=P(C1C=CC=CC=1)(C1C=CC=CC=1)C1C=CC=CC=1)([O:12][CH2:13]C)=[O:11]>C1(C)C=CC=CC=1>[C:10]([O:12][CH3:13])(=[O:11])/[CH:15]=[CH:2]/[CH2:3][CH2:4][CH2:5][C:6]([O:8][CH3:9])=[O:7]. Procedure details: A solution of methyl 5-oxopentanoate (1.9 g, 14.6 mmol) and (carboethoxymethylene) triphenylphosphorane (5.0 g, 14.9 mmol) in toluene (50 mL) was refluxed for 8 hours. Solvent was removed under vacuo and the crude was purified by flash chromatography on silica gel (eluant: AcOEt/hexane 2/8) to give 1.32 g (48% yield) as colorless oil of the title compound.